From a dataset of the Open Reaction Database (ORD), a public repository of structured organic reaction records. describe an organic reaction: reactants, conditions, products, and yield Starting materials: FC1=C(C2=C(N[C@H](CO2)C)C=C1)F.CC=1C=CC(=CC1)S(=O)(=O)O ((3S)-7,8-Difluoro-3-methyl-3,4-dihydro-2H-[1,4]benzo xazine•p-toluenesulfonate), C(=O)(O)[O-].[Na+] (NaHCO3). Solvent: CCOC(=O)C (AcOEt). Run at time 1 hour. The product is FC1=C(C2=C(N[C@H](CO2)C)C=C1)F ((3S)-7,8-Difluoro-3-methyl-3,4-dihydro-2H-[1,4]benzoxazine). Yield: 124.5%. As a reaction SMILES: [F:1][C:2]1[CH:12]=[CH:11][C:5]2[NH:6][C@@H:7]([CH3:10])[CH2:8][O:9][C:4]=2[C:3]=1[F:13].CC1C=CC(S(O)(=O)=O)=CC=1.C([O-])(O)=O.[Na+]>CCOC(C)=O>[F:1][C:2]1[CH:12]=[CH:11][C:5]2[NH:6][C@@H:7]([CH3:10])[CH2:8][O:9][C:4]=2[C:3]=1[F:13] |f:0.1,2.3|. Reported procedure: (3S)-7,8-Difluoro-3-methyl-3,4-dihydro-2H-[1,4]benzo xazine•p-toluenesulfonate (1 g) was suspended in AcOEt (10 ml) and then an aqueous solution of NaHCO3 (10 ml) was added thereto. After stirring at room temperature for 1 hour, the mixture was extracted with AcOEt. The organic layer was dried over anhydrous magnesium sulfate and concentrated under reduced pressure to thereby give the title compound (645.2 mg, 99.8% ee) as a yellow oily substance. Various spectral data was identical with those o...